This data is from the Open Reaction Database (ORD), a public repository of structured organic reaction records. The task is: describe an organic reaction: reactants, conditions, products, and yield Starting materials: CO.C[O-].[Na+] (sodium methoxide methanol), O1CCCC1 (tetrahydrofuran), ClC=1N=NC(=CC1)Cl (3,6-dichloropyridazine). Run in O (water). Conditions: time 1 hour. The product is COC=1N=NC(=CC1)Cl (3-methoxy-6-chloropyridazine). Isolated yield 90.0%. As a reaction SMILES: CO.C[O-].[Na+].[O:6]1CCC[CH2:7]1.[Cl:11][C:12]1[N:13]=[N:14][C:15](Cl)=[CH:16][CH:17]=1>O>[CH3:7][O:6][C:15]1[N:14]=[N:13][C:12]([Cl:11])=[CH:17][CH:16]=1 |f:0.1.2|. Procedure: A 0.5 M sodium methoxide methanol solution (NaOMe in MeOH, 7.4 mL, 3.69 mmol) was slowly added to an anhydrous tetrahydrofuran (12 mL) solution having 3,6-dichloropyridazine (107, 500 mg, 3.36 mmol) dissolved therein, stirred at room temperature for one hour, followed by adding water. Organic compounds were extracted with ethyl acetate. Then, the recovered organic solution was washed with an aqueous solution of saturated sodium chloride and evaporated after a treatment with sodium sulfate. Purif...